describe an organic reaction: reactants, conditions, products, and yield From a dataset of the Open Reaction Database (ORD), a public repository of structured organic reaction records. Run at time 1 hour. RXN SMILES: [H-].[Al+3].[Li+].[H-].[H-].[H-].[O:7]1[CH:11]=[CH:10][C:9]([CH2:12][CH2:13][C:14](OCC)=[O:15])=[CH:8]1.C(OCC)(=O)C.O>CCOCC>[O:7]1[CH:11]=[CH:10][C:9]([CH2:12][CH2:13][CH2:14][OH:15])=[CH:8]1 |f:0.1.2.3.4.5|. The solvent is CCOCC (ether), CCOCC (ether). Reported procedure: To a suspension of 1.05 g (27.6 mmol) of lithium aluminum hydride in 100 ml of ether, a solution of 3.090 g (18.37 mmol) of ethyl 3-(3-furyl)propionate in 20 ml of ether was added dropwise under ice-cooling, followed by stirring at room temperature for 1 hour. To decompose the excess lithium aluminum hydride, ethyl acetate was added dropwise to the reaction mixture under ice-cooling; subsequently, water was added until a white precipitate formed. The white precipitate was filtered using Celite a... The reactants are O1C=C(C=C1)CCC(=O)OCC (ethyl 3-(3-furyl)propionate), C(C)(=O)OCC (ethyl acetate), [H-].[Al+3].[Li+].[H-].[H-].[H-] (lithium aluminum hydride), O (water), [H-].[Al+3].[Li+].[H-].[H-].[H-] (lithium aluminum hydride). Product: O1C=C(C=C1)CCCO (3-(3-furyl)propanol). The reactants are [Cl-].[Li+] (lithium chloride), C(#N)C=1C=C(C(=O)N2CS(C3=C2C=CC=C3)(=O)=O)C=C(C1OC)I (3-(3-cyano-5-iodo-4-methoxybenzoyl)-1,1-dioxo-2,3-dihydro-1,3-benzothiazole), Cl (hydrochloric acid). Solvent: CN(C=O)C (N,N-dimethylformamide). Reaction conditions: temperature 100 celsius, time 2 hour. The product is C(#N)C=1C=C(C(=O)N2CS(C3=C2C=CC=C3)(=O)=O)C=C(C1O)I (3-(3-cyano-4-hydroxy-5-iodobenzoyl)-1,1-dioxo-2,3-dihydro-1,3-benzothiazole). The yield is 97.3%. Reaction SMILES: [C:1]([C:3]1[CH:4]=[C:5]([CH:19]=[C:20]([I:24])[C:21]=1[O:22]C)[C:6]([N:8]1[C:12]2[CH:13]=[CH:14][CH:15]=[CH:16][C:11]=2[S:10](=[O:18])(=[O:17])[CH2:9]1)=[O:7])#[N:2].[Cl-].[Li+].Cl>CN(C)C=O>[C:1]([C:3]1[CH:4]=[C:5]([CH:19]=[C:20]([I:24])[C:21]=1[OH:22])[C:6]([N:8]1[C:12]2[CH:13]=[CH:14][CH:15]=[CH:16][C:11]=2[S:10](=[O:18])(=[O:17])[CH2:9]1)=[O:7])#[N:2] |f:1.2|. Reported procedure: 3-(3-cyano-5-iodo-4-methoxybenzoyl)-1,1-dioxo-2,3-dihydro-1,3-benzothiazole (106 mg) was dissolved in N,N-dimethylformamide (1 mL), and lithium chloride (40 mg) was added to the solution, and then the mixture was stirred at 100° C. for 2 hours. To the reaction solution, 1N hydrochloric acid was added, and then the mixture was extracted with ethyl acetate. The organic layer was washed with 1N hydrochloric acid and saturated brine, and then dried over anhydrous sodium sulfate. The solvent was dist... Reported procedure: The compound 104B was prepared as a TFA salt in a similar manner to the synthesis of step 2 of Example 51 by substituting compound 51A and compound 2C with compound 104A and compound 96D, respectively: APCI (+)/LC/MS: 733 (M+H)−. RXN SMILES: C(O)(C(F)(F)F)=O.S1C2C=CC=CC=2N=C1NC(C1C=CC=C2C=1CN(C1SC(CCCI)=C(C(OCC)=O)N=1)CC2)=O.[CH3:44][N:45]1[CH2:50][CH2:49][CH:48]([NH:51][C:52]2[CH:57]=[CH:56][C:55]([OH:58])=[CH:54][CH:53]=2)[CH2:47][CH2:46]1.[S:59]1[C:63]2[CH:64]=[CH:65][CH:66]=[CH:67][C:62]=2[N:61]=[C:60]1[NH:68][C:69]([C:71]1[CH:72]=[CH:73][CH:74]=[C:75]2[C:80]=1[CH2:79][N:78]([C:81]1[N:86]=[C:85]([C:87]([O:89][C:90]([CH3:93])([CH3:92])[CH3:91])=[O:88])[C:84]([CH2:94][CH2:95][CH2:96]I)=[CH:83][CH:82]=1)[CH2:77][CH2:76]2)=[O:70]>>[S:59]1[C:63]2[CH:64]=[CH:65][CH:66]=[CH:67][C:62]=2[N:61]=[C:60]1[NH:68][C:69]([C:71]1[CH:72]=[CH:73][CH:74]=[C:75]2[C:80]=1[CH2:79][N:78]([C:81]1[N:86]=[C:85]([C:87]([O:89][C:90]([CH3:92])([CH3:91])[CH3:93])=[O:88])[C:84]([CH2:94][CH2:95][CH2:96][O:58][C:55]3[CH:56]=[CH:57][C:52]([NH:51][CH:48]4[CH2:47][CH2:46][N:45]([CH3:44])[CH2:50][CH2:49]4)=[CH:53][CH:54]=3)=[CH:83][CH:82]=1)[CH2:77][CH2:76]2)=[O:70]. The reactants are C(=O)(C(F)(F)F)O (TFA), S1C(=NC2=C1C=CC=C2)NC(=O)C=2C=CC=C1CCN(CC21)C2=CC=C(C(=N2)C(=O)OC(C)(C)C)CCCI (tert-butyl 6-(8-(benzo[d]thiazol-2-ylcarbamoyl)-3,4-dihydroisoquinolin-2(1H)-yl)-3-(3-iodopropyl)picolinate), S1C(=NC2=C1C=CC=C2)NC(=O)C=2C=CC=C1CCN(CC21)C=2SC(=C(N2)C(=O)OCC)CCCI (ethyl 2-(8-(benzo[d]thiazol-2-ylcarbamoyl)-3,4-dihydroisoquinolin-2(1H)-yl)-5-(3-iodopropyl)thiazole-4-carboxylate), CN1CCC(CC1)NC1=CC=C(C=C1)O (4-(1-methylpiperidin-4-ylamino)phenol). The product is S1C(=NC2=C1C=CC=C2)NC(=O)C=2C=CC=C1CCN(CC21)C2=CC=C(C(=N2)C(=O)OC(C)(C)C)CCCOC2=CC=C(C=C2)NC2CCN(CC2)C (tert-butyl 6-(8-(benzo[d]thiazol-2-ylcarbamoyl)-3,4-dihydroisoquinolin-2(1H)-yl)-3-(3-(4-(1-methylpiperidin-4-ylamino)phenoxy)propyl)picolinate). Product: IC=1C=2C(N=CC1)=CN(N2)C2CCN(CC2)C(=O)OC(C)(C)C (tert-butyl 4-(7-iodo-2H-pyrazolo[4,3-b]pyridin-2-yl)piperidine-1-carboxylate). Yield: 12.5%. Run at time 5 minute. As a reaction SMILES: [H-].[Na+].[I:3][C:4]1[CH:9]=[CH:8][N:7]=[C:6]2[CH:10]=[N:11][NH:12][C:5]=12.Br[CH:14]1[CH2:19][CH2:18][N:17]([C:20]([O:22][C:23]([CH3:26])([CH3:25])[CH3:24])=[O:21])[CH2:16][CH2:15]1>CN(C=O)C>[I:3][C:4]1[C:5]2[C:6](=[CH:10][N:11]([CH:14]3[CH2:19][CH2:18][N:17]([C:20]([O:22][C:23]([CH3:26])([CH3:25])[CH3:24])=[O:21])[CH2:16][CH2:15]3)[N:12]=2)[N:7]=[CH:8][CH:9]=1 |f:0.1|. Reactants: [H-].[Na+] (Sodium hydride), IC1=C2C(=NC=C1)C=NN2 (7-iodo-1H-pyrazolo[4,3-b]pyridine), BrC1CCN(CC1)C(=O)OC(C)(C)C (tert-Butyl 4-bromopiperidine-1-carboxylate). Procedure: Sodium hydride (55.2 mg, 1.379 mmol) was added to a solution of 7-iodo-1H-pyrazolo[4,3-b]pyridine (260 mg, 1.061 mmol) in DMF (1.5 mL) at 0° C., and the reaction was stirred for 5 minutes. tert-Butyl 4-bromopiperidine-1-carboxylate (364 mg, 1.379 mmol) was added and the reaction was warmed to room temperature and then heated at 65° C. for 2 hours. The reaction was cooled, quenched with water, and concentrated in vacuo. The residue was partitioned between saturated NH4Cl solution and EtOAc. The o... The solvent is CN(C)C=O (DMF).